This data is from the Open Reaction Database (ORD), a public repository of structured organic reaction records. The task is: describe an organic reaction: reactants, conditions, products, and yield Reactants: C(C)OC(=O)C=1C(=NN(C1)C1=NC=2C3=C(CCC2C=N1)C=C(C=C3)OC)N (3-Amino-1-(8-methoxy-5,6-dihydro-benzo[h]quinazolin-2-yl)-1H-pyrazole-4-carboxylic acid ethyl ester), [OH-].[Na+] (NaOH), CO (methanol), Cl (HCl). The solvent is O (water). Reaction conditions: temperature 100 celsius. The product is NC1=NN(C=C1C(=O)O)C1=NC=2C3=C(CCC2C=N1)C=C(C=C3)OC (3-Amino-1-(8-methoxy-5,6-dihydro-benzo[h]quinazolin-2-yl)-1H-pyrazole-4-carboxylic acid). Yield: 103.8%. As a reaction SMILES: C([O:3][C:4]([C:6]1[C:7]([NH2:27])=[N:8][N:9]([C:11]2[N:20]=[CH:19][C:18]3[CH2:17][CH2:16][C:15]4[CH:21]=[C:22]([O:25][CH3:26])[CH:23]=[CH:24][C:14]=4[C:13]=3[N:12]=2)[CH:10]=1)=[O:5])C.[OH-].[Na+].CO.Cl>O>[NH2:27][C:7]1[C:6]([C:4]([OH:5])=[O:3])=[CH:10][N:9]([C:11]2[N:20]=[CH:19][C:18]3[CH2:17][CH2:16][C:15]4[CH:21]=[C:22]([O:25][CH3:26])[CH:23]=[CH:24][C:14]=4[C:13]=3[N:12]=2)[N:8]=1 |f:1.2|. Procedure details: A mixture of 3-Amino-1-(8-methoxy-5,6-dihydro-benzo[h]quinazolin-2-yl)-1H-pyrazole-4-carboxylic acid ethyl ester(3, 3.15 g, 8.63 mM), 1 N NaOH (15 mL), and methanol (20 mL) was heated at 100° C. for 3 hr then cooled to room temperature and diluted with water (100 mL). the pH was adjusted with 1 N HCl to approximately 3-4 and the resulting precipitate was isolated via filtration, washed with water (2×80 mL) and dried in vaccuo to give 3-Amino-1-(8-methoxy-5,6-dihydro-benzo[h]quinazolin-2-yl)-1H-p... Starting materials: OCP(OCC)(OCC)=O (diethyl (hydroxymethyl)phosphonate), C(C=1C(=CC=CC1)OC)(=O)Cl (2-anisoyl chloride), N1=CC=CC=C1 (pyridine). The solvent is C(Cl)Cl (CH2Cl2). Run at time 4 hour. Product: COC1=C(C(=O)OCP(=O)(OCC)OCC)C=CC=C1 (diethylphosphonomethyl 2-methoxybenzoate). Reaction SMILES: [OH:1][CH2:2][P:3](=[O:10])([O:7][CH2:8][CH3:9])[O:4][CH2:5][CH3:6].[C:11](Cl)(=[O:20])[C:12]1[C:13]([O:18][CH3:19])=[CH:14][CH:15]=[CH:16][CH:17]=1.N1C=CC=CC=1>C(Cl)Cl>[CH3:19][O:18][C:13]1[CH:14]=[CH:15][CH:16]=[CH:17][C:12]=1[C:11]([O:1][CH2:2][P:3]([O:7][CH2:8][CH3:9])([O:4][CH2:5][CH3:6])=[O:10])=[O:20]. Procedure: A mixture of diethyl (hydroxymethyl)phosphonate (1.2 mmol), 2-anisoyl chloride (1 mmol) and pyridine (2 mmol) in 5 mL CH2Cl2 were stirred at rt for 4 h. Extraction and chromatography provided diethylphosphonomethyl 2-methoxybenzoate as an oil. Reactants: CCOC(=O)C (EtOAc), C(C)(=O)C=1N=NN(C1)C=1C=C(C(=O)N[C@H](C)C2=CC=C(C=C2)F)C=C(C1)N(CCC)S(=O)(=O)C (3-(4-acetyl-1H-1,2,3-triazol-1-yl)-N-[(1R)-1-(4-fluorophenyl)ethyl]-5-[(methylsulfonyl)(propyl)amino]benzamide), Ti(OEt)4, CC(C)(C)S(=O)N (2-methyl-2-propanesulfinamide), CC(C)(C)S(=O)N (racemic 2-methyl-2-propanesulfinamide), Ti(OEt)4. Solvent: [Cl-].[Na+].O (brine), C1CCOC1 (THF). Run at time 1 hour. The product is C(C)(C)(C)S(=O)/N=C(\C)/C=1N=NN(C1)C=1C=C(C(=O)N[C@H](C)C2=CC=C(C=C2)F)C=C(C1)N(CCC)S(=O)(=O)C (3-{4-[(1E)-N-(tert-butylsulfinyl)ethanimidoyl]-1H-1,2,3-triazol-1-yl}-N-[(1R)-1-(4-fluorophenyl)ethyl]-5-[(methylsulfonyl)(propyl)amino]benzamide). The yield is 42.3%. RXN SMILES: [C:1]([C:4]1[N:5]=[N:6][N:7]([C:9]2[CH:10]=[C:11]([CH:24]=[C:25]([N:27]([S:31]([CH3:34])(=[O:33])=[O:32])[CH2:28][CH2:29][CH3:30])[CH:26]=2)[C:12]([NH:14][C@@H:15]([C:17]2[CH:22]=[CH:21][C:20]([F:23])=[CH:19][CH:18]=2)[CH3:16])=[O:13])[CH:8]=1)(=O)[CH3:2].[CH3:35][C:36]([S:39]([NH2:41])=[O:40])([CH3:38])[CH3:37].CCOC(C)=O>C1COCC1.[Cl-].[Na+].O>[C:36]([S:39](/[N:41]=[C:1](/[C:4]1[N:5]=[N:6][N:7]([C:9]2[CH:10]=[C:11]([CH:24]=[C:25]([N:27]([S:31]([CH3:34])(=[O:33])=[O:32])[CH2:28][CH2:29][CH3:30])[CH:26]=2)[C:12]([NH:14][C@@H:15]([C:17]2[CH:22]=[CH:21][C:20]([F:23])=[CH:19][CH:18]=2)[CH3:16])=[O:13])[CH:8]=1)\[CH3:2])=[O:40])([CH3:38])([CH3:37])[CH3:35] |f:4.5.6|. Procedure: To a solution of 0.135 g (0.28 mmol) 3-(4-acetyl-1H-1,2,3-triazol-1-yl)-N-[(1R)-1-(4-fluorophenyl)ethyl]-5-[(methylsulfonyl)(propyl)amino]benzamide in 1 mL THF was added 0.18 mL (0.83 mmol) Ti(OEt)4 and 0.04 g (0.33 mmol) 2-methyl-2-propanesulfinamide. The mixture was stirred at rt for 1 hr then heated to reflux for 7 hours whereupon 40 mg more racemic 2-methyl-2-propanesulfinamide and 0.15 mL Ti(OEt)4 and were added and the mixture heated 2 more hr before cooling in an ice bath. To this was add... The reactants are CCO, O=C(O)c1cc(B(O)O)cc([N+](=O)[O-])c1. Product: Nc1cc(B(O)O)cc(C(=O)O)c1. RXN SMILES: [CH3:16][CH2:17][OH:18].[N+:1]([O-:2])(=[O:3])[c:4]1[cH:5][c:6]([B:13]([OH:14])[OH:15])[cH:7][c:8]([C:10](=[O:11])[OH:12])[cH:9]1>>[NH2:1][c:4]1[cH:5][c:6]([B:13]([OH:14])[OH:15])[cH:7][c:8]([C:10](=[O:11])[OH:12])[cH:9]1. Starting materials: OCC1=CC=C(C=C1)C1=C2C(=C(N=N1)N1C[C@@H](N(CC1)C(=O)N1CCCCC1)C)C=NC=C2 ((S)-(4-(1-(4-(hydroxymethyl)phenyl)pyrido[3,4-d]pyridazin-4-yl)-2-methylpiperazin-1-yl)(piperidin-1-yl)methanone), ClC(C(=O)N=C=O)(Cl)Cl (2,2,2-trichloroacetyl isocyanate). The solvent is C(Cl)(Cl)Cl (chloroform). Conditions: time 1 hour. Yields the product C(N)(OCC1=CC=C(C=C1)C1=C2C(=C(N=N1)N1C[C@@H](N(CC1)C(=O)N1CCCCC1)C)C=NC=C2)=O ((S)-(4-(4-(3-methyl-4-(piperidine-1-carbonyl)piperazin-1-yl)pyrido[3,4-d]pyridazin-1-yl)phenyl)methyl carbamate). Reaction SMILES: [OH:1][CH2:2][C:3]1[CH:8]=[CH:7][C:6]([C:9]2[N:14]=[N:13][C:12]([N:15]3[CH2:20][CH2:19][N:18]([C:21]([N:23]4[CH2:28][CH2:27][CH2:26][CH2:25][CH2:24]4)=[O:22])[C@@H:17]([CH3:29])[CH2:16]3)=[C:11]3[CH:30]=[N:31][CH:32]=[CH:33][C:10]=23)=[CH:5][CH:4]=1.ClC(Cl)(Cl)[C:36]([N:38]=C=O)=[O:37]>C(Cl)(Cl)Cl>[C:36](=[O:37])([O:1][CH2:2][C:3]1[CH:8]=[CH:7][C:6]([C:9]2[N:14]=[N:13][C:12]([N:15]3[CH2:20][CH2:19][N:18]([C:21]([N:23]4[CH2:24][CH2:25][CH2:26][CH2:27][CH2:28]4)=[O:22])[C@@H:17]([CH3:29])[CH2:16]3)=[C:11]3[CH:30]=[N:31][CH:32]=[CH:33][C:10]=23)=[CH:5][CH:4]=1)[NH2:38]. Procedure: To a solution of (S)-(4-(1-(4-(hydroxymethyl)phenyl)pyrido[3,4-d]pyridazin-4-yl)-2-methylpiperazin-1-yl)(piperidin-1-yl)methanone 9 (100 mg, 224 μmol) in chloroform (2 mL) was added 2,2,2-trichloroacetyl isocyanate (39 μl, 314 μmol). The reaction was stirred at RT for 1 h and deposited on 3 g of Alumina (Brockmann II). After 1 h, the product was eluted from the alumina with 10% MeOH in dichloromethane. The crude reaction product was concentrated and purified by column chromatography to afford (S... Reactants: C(C1=CC=CC=C1)N1CCC(CC1)=O (1-benzyl-4-piperidone), C(CC)N (propylamine), FC1=CC=C(C=C1)N1CNC(C12CCNCC2)=O (1-(4-fluoro-phenyl)-1,3,8-triaza-spiro[4.5]decan-4-one). Product: C(CC)N1CNC(C12CCNCC2)=O (1-Propyl-1,3,8-triaza-spiro[4.5]decan-4-one). Reaction SMILES: C(N1CCC(=O)CC1)C1C=CC=CC=1.C(N)CC.FC1C=C[C:23]([N:26]2[C:30]3([CH2:35][CH2:34][NH:33][CH2:32][CH2:31]3)[C:29](=[O:36])[NH:28][CH2:27]2)=[CH:22][CH:21]=1>>[CH2:23]([N:26]1[C:30]2([CH2:35][CH2:34][NH:33][CH2:32][CH2:31]2)[C:29](=[O:36])[NH:28][CH2:27]1)[CH2:22][CH3:21]. Procedure details: This compound was prepared from 1-benzyl-4-piperidone and propylamine in analogy of the procedure described for the synthesis of 1-(4-fluoro-phenyl)-1,3,8-triaza-spiro[4.5]decan-4-one. 1-Propyl-1,3,8-triaza-spiro[4.5]decan-4-one was obtained as colorless powder: MS (ISP): 198.1 MH+. RXN SMILES: Cl.[Cl:2][C:3]1[CH:4]=[C:5]([O:14][CH:15]2[CH2:20][CH2:19][NH:18][CH2:17][CH2:16]2)[C:6]([CH3:13])=[C:7]([CH:12]=1)[C:8]([O:10][CH3:11])=[O:9].C=O.[C:23](O[BH-](OC(=O)C)OC(=O)C)(=O)C.[Na+]>CO.C(O)(=O)C>[Cl:2][C:3]1[CH:4]=[C:5]([O:14][CH:15]2[CH2:20][CH2:19][N:18]([CH3:23])[CH2:17][CH2:16]2)[C:6]([CH3:13])=[C:7]([CH:12]=1)[C:8]([O:10][CH3:11])=[O:9] |f:0.1,3.4|. Run at time 18 hour. Product: ClC=1C=C(C(=C(C(=O)OC)C1)C)OC1CCN(CC1)C (methyl 5-chloro-2-methyl-3-((1-methylpiperidin-4-yl)oxy)benzoate). Procedure details: A solution of methyl 5-chloro-2-methyl-3-(piperidin-4-yloxy)benzoate, hydrochloride (140 mg, 0.437 mmol) and formaldehyde (195 μl, 2.62 mmol) in methanol (3580 μl) and acetic acid (597 μl) was added portion wise sodium triacetoxyborohydride (278 mg, 1.312 mmol). The reaction was stirred for 18 h at RT, at which time it was concentrated. The residue was dissolved in water, neutralized with saturated sodium bicarbonate solution, and extracted with EtOAc (3×25 mL). The combined organic layers were ... The solvent is CO (methanol), C(C)(=O)O (acetic acid). Yield: 100.0%. Reactants: Cl.ClC=1C=C(C(=C(C(=O)OC)C1)C)OC1CCNCC1 (methyl 5-chloro-2-methyl-3-(piperidin-4-yloxy)benzoate, hydrochloride), C=O (formaldehyde), C(C)(=O)O[BH-](OC(C)=O)OC(C)=O.[Na+] (sodium triacetoxyborohydride). The reactants are C1CCOC1, Cl, O=N[O-], OCC1CCCN1, [Na+], [Na+], [Na+], O=C([O-])[O-], O. Product: O=NN1CCCC1CO. RXN SMILES: [CH2:19]1[O:20][CH2:21][CH2:22][CH2:23]1.[ClH:8].[N:9](=[O:10])[O-:11].[NH:1]1[CH:2]([CH2:6][OH:7])[CH2:3][CH2:4][CH2:5]1.[Na+:12].[Na+:13].[Na+:14].[O-:15][C:16](=[O:17])[O-:18].[OH2:24]>>[N:1]1([N:9]=[O:10])[CH:2]([CH2:6][OH:7])[CH2:3][CH2:4][CH2:5]1. The reactants are C(=O)([O-])[O-].[K+].[K+] (K2CO3), N#N (N2), Cl.F[C@H]1CNCC1 ((R)-3-fluoropyrrolidin hydrochloride), BrCCCC#N (4-bromobutyronitrile). The solvent is CC#N (CH3CN). Conditions: time 15 hour. Product: F[C@H]1CN(CC1)CCCCN ((R)-4-(3-fluoropyrrolidin-1-yl)butan-1-amine). Reaction SMILES: N#N.Cl.[F:4][C@@H:5]1[CH2:9][CH2:8][NH:7][CH2:6]1.Br[CH2:11][CH2:12][CH2:13][C:14]#[N:15].C([O-])([O-])=O.[K+].[K+]>CC#N>[F:4][C@@H:5]1[CH2:9][CH2:8][N:7]([CH2:11][CH2:12][CH2:13][CH2:14][NH2:15])[CH2:6]1 |f:1.2,4.5.6|. Procedure: In a flame dried round-bottomed flask equipped with a magnetic stir bar and under inert atmosphere (N2), to a solution of (R)-3-fluoropyrrolidin hydrochloride (400 mg, 3.09 mmol) and 4-bromobutyronitrile (0.32 mL, 3.09 mmol) in dry CH3CN (16 mL) was added K2CO3 (2.35 g, 16.99 mmol) at rt followed by KI (51 mg, 0.31 mmol). The reaction mixture was stirred at rt for 15 h. The mixture was filtered and the filtrate partitioned between water and CH2Cl2. The layers were separated and the aq. layer ext... Starting materials: O (Water), C(CCC)[Li] (n-Butyllithium), BrC1=CC=C(C=C1)N1CCOCC1 (1-bromo-4-(4-morpholinyl)benzene), O1CCCC1 (tetrahydrofuran), N-isobutyrylpropyleneimine. Reaction conditions: time 20 minute. Product: CC(C(=O)C1=CC=C(C=C1)N1CCOCC1)C (2-Methyl-1-[4-(4-morpholinyl)phenyl)propan-1-one). Isolated yield 67.0%. RXN SMILES: [CH2:1]([Li])CCC.Br[C:7]1[CH:12]=[CH:11][C:10]([N:13]2[CH2:18][CH2:17][O:16][CH2:15][CH2:14]2)=[CH:9][CH:8]=1.O.[O:20]1[CH2:24][CH2:23][CH2:22]C1>>[CH3:22][CH:23]([CH3:1])[C:24]([C:7]1[CH:12]=[CH:11][C:10]([N:13]2[CH2:18][CH2:17][O:16][CH2:15][CH2:14]2)=[CH:9][CH:8]=1)=[O:20]. Reported procedure: n-Butyllithium (1.6 M, 25.8 mL, 41.3 mmol) was added to a solution of 1-bromo-4-(4-morpholinyl)benzene (10.0 g, 41.3 mmol) in tetrahydrofuran (100 mL) at −78° C., and the mixture was stirred for 20 minutes at the same temperature. To the reaction mixture was added N-isobutyrylpropyleneimine (5.77 g, 45.4 mmol), and the mixture was stirred for 30 minutes at room temperature. Water (40 mL) was poured into the reaction mixture, which was then extracted twice with ethyl acetate. The organic layers w...